Dataset: the Open Reaction Database (ORD), a public repository of structured organic reaction records. Task: describe an organic reaction: reactants, conditions, products, and yield Reactants: NC1=C(C=C(C[C@@H](NC(=O)OC(C)(C)C)C(=O)O)C=C1Br)Br (4-amino-3,5-dibromo-N-(1,1-dimethylethoxycarbonyl)-D-phenylalanine), N1=CN=C(C=C1)N1CCNCC1 (1-(4-pyrimidinyl)piperazine), CN(C)C(=[N+](C)C)ON1C2=C(C=CC=C2)N=N1.[B-](F)(F)(F)F (TBTU). Product: NC1=C(C=C(C[C@@H](NC(=O)OC(C)(C)C)C(=O)N2CCN(CC2)C2=NC=NC=C2)C=C1Br)Br (1-[4-amino-3,5-dibromo-N-(1,1-dimethylethoxycarbonyl)-D-phenylalanyl)-4-(4-pyrimidinyl)piperazine). The yield is 92.0%. Reaction SMILES: [NH2:1][C:2]1[C:20]([Br:21])=[CH:19][C:5]([CH2:6][C@H:7]([C:16]([OH:18])=O)[NH:8][C:9]([O:11][C:12]([CH3:15])([CH3:14])[CH3:13])=[O:10])=[CH:4][C:3]=1[Br:22].[N:23]1[CH:28]=[CH:27][C:26]([N:29]2[CH2:34][CH2:33][NH:32][CH2:31][CH2:30]2)=[N:25][CH:24]=1.CN(C(ON1N=NC2C=CC=CC1=2)=[N+](C)C)C.[B-](F)(F)(F)F>>[NH2:1][C:2]1[C:3]([Br:22])=[CH:4][C:5]([CH2:6][C@H:7]([C:16]([N:32]2[CH2:33][CH2:34][N:29]([C:26]3[CH:27]=[CH:28][N:23]=[CH:24][N:25]=3)[CH2:30][CH2:31]2)=[O:18])[NH:8][C:9]([O:11][C:12]([CH3:13])([CH3:14])[CH3:15])=[O:10])=[CH:19][C:20]=1[Br:21] |f:2.3|. Procedure details: Prepared analogously to Example A15a) from 4-amino-3,5-dibromo-N-(1,1-dimethylethoxycarbonyl)-D-phenylalanine and 1-(4-pyrimidinyl)piperazine in the presence of TBTU in a yield of 92% of theory. Colourless, amorphous substance, Rf=0.42 (FM4; Macherey-Nagel POLYGRAM® SIL G/UV254, ready-made films for TLC).